From a dataset of the Open Reaction Database (ORD), a public repository of structured organic reaction records. describe an organic reaction: reactants, conditions, products, and yield Starting materials: [N+](=O)([O-])\C=C(/C)\C1=CC=CC=C1 ((E)-1-nitro-2-phenyl-1-propene), O1CCCC1 (tetrahydrofuran), [F-].C(CCC)[N+](CCCC)(CCCC)CCCC (tetrabutylammonium fluoride). Run in O (Water). Run at time 5 minute. Product: [N+](=O)([O-])CC(C)C1=CC=CC=C1 (1-nitro-2-phenylpropane). The yield is 67.0%. RXN SMILES: [N+:1](/[CH:4]=[C:5](/[C:7]1[CH:12]=[CH:11][CH:10]=[CH:9][CH:8]=1)\[CH3:6])([O-:3])=[O:2].O1CCCC1.[F-].C([N+](CCCC)(CCCC)CCCC)CCC>O>[N+:1]([CH2:4][CH:5]([C:7]1[CH:12]=[CH:11][CH:10]=[CH:9][CH:8]=1)[CH3:6])([O-:3])=[O:2] |f:2.3|. Procedure details: In a 10 mL Schlenk-flask, 6.8 mg of cuprous tert-butoxide and 37.3 mg of (S)-p-tol-BINAP were dissolved in 5 ml of toluene. After stirring for 30 minutes at room temperature to give an asymmetric copper complex. One hundred microliters (100 μL) of this solution (containing 1 μmol of the asymmetric copper complex) were mixed with 4.9 ml of toluene, and 90 μL (1.5 mmol) of poly(methylhydrosiloxane) (15-40 mPas (20° C.), d=1.004 g/mL, nD20=1.398, produced by Fluka) and 221 mg (1.2 mmol) of diphenyl... The reactants are ClCP(O)(=O)O (Chloromethanephosphonic acid), NCCCCCCCCN (1.8-diaminooctane). The solvent is O (water). The product is O.NCCCCCCCCNCP(O)(=O)O (N-(8-aminooctyl)-aminomethanephosphonic acid monohydrate). Reaction SMILES: Cl[CH2:2][P:3]([OH:6])(=[O:5])[OH:4].[NH2:7][CH2:8][CH2:9][CH2:10][CH2:11][CH2:12][CH2:13][CH2:14][CH2:15][NH2:16]>O>[OH2:4].[NH2:7][CH2:8][CH2:9][CH2:10][CH2:11][CH2:12][CH2:13][CH2:14][CH2:15][NH:16][CH2:2][P:3]([OH:6])(=[O:5])[OH:4] |f:3.4|. Procedure: Chloromethanephosphonic acid (7.5 g, 58 mmoles) and 1.8-diaminooctane (50.0 g, 347 mmoles) were dissolved in water (130 cm3) and heated under reflux for 20 hours. The water was then removed and ethanol (250 cm3) added to the solid residue. The phosphonic acid was filtered off and dried. The crude yield was 13.3 g (90%). A sample was purified by recrystallization from water/ethanol to give N-(8-aminooctyl)-aminomethanephosphonic acid monohydrate as fine white solid having a melting point of 242° ... Starting materials: Br, [Cu]Br, O=N[O-], [Na+], Nc1ncc2[nH]c3ccccc3c2n1. Yields the product Brc1ncc2[nH]c3ccccc3c2n1. Reaction SMILES: [BrH:15].[Cu:20][Br:21].[N:16]([O-:17])=[O:18].[Na+:19].[n:1]1[c:2]([NH2:14])[n:3][cH:4][c:5]2[nH:6][c:7]3[cH:8][cH:9][cH:10][cH:11][c:12]3[c:13]12>>[n:1]1[c:2]([Br:15])[n:3][cH:4][c:5]2[nH:6][c:7]3[cH:8][cH:9][cH:10][cH:11][c:12]3[c:13]12.